From a dataset of the Open Reaction Database (ORD), a public repository of structured organic reaction records. describe an organic reaction: reactants, conditions, products, and yield Starting materials: BrC=1C=C2[C@H]3[C@@H](N4C2=C(C1)CC4)CCN(C3)C(=O)OC(C)(C)C (tert-butyl (6aS,10aR)-2-bromo-4,5,7,8,10,10a-hexahydropyrido[4,3-b]pyrrolo[3,2,1-hi]indole-9(6aH) carboxylate), C1(=CC=CC=C1)B(O)O (phenylboronic acid). Product: C1(=CC=CC=C1)C=1C=C2[C@H]3[C@@H](N4C2=C(C1)CC4)CCN(C3)C(=O)OC(C)(C)C (tert-butyl (6aS,10aR)-2-phenyl-4,5,7,8,10,10a-hexahydropyrido[4,3-b]pyrrolo[3,2,1-hi]indole-9(6aH)-carboxylate). Reaction SMILES: Br[C:2]1[CH:3]=[C:4]2[C:8]3=[C:9]([CH2:11][CH2:12][N:7]3[C@H:6]3[CH2:13][CH2:14][N:15]([C:17]([O:19][C:20]([CH3:23])([CH3:22])[CH3:21])=[O:18])[CH2:16][C@@H:5]23)[CH:10]=1.[C:24]1(B(O)O)[CH:29]=[CH:28][CH:27]=[CH:26][CH:25]=1>>[C:24]1([C:2]2[CH:3]=[C:4]3[C:8]4=[C:9]([CH2:11][CH2:12][N:7]4[C@H:6]4[CH2:13][CH2:14][N:15]([C:17]([O:19][C:20]([CH3:23])([CH3:22])[CH3:21])=[O:18])[CH2:16][C@@H:5]34)[CH:10]=2)[CH:29]=[CH:28][CH:27]=[CH:26][CH:25]=1. Procedure: The title compound was prepared by the method of Example 89 step C from tert-butyl (6aS,10aR)-2-bromo-4,5,7,8,10,10a-hexahydropyrido[4,3-b]pyrrolo[3,2,1-hi]indole-9(6aH) carboxylate (189 mg, 0.5 mmol) and phenylboronic acid (122 mg, 1.0 mmol) to afford after chromatographic purification the title compound (74 mg, 20%). 1H NMR (CDCl3, 300 MHz) δ7.49 (d, 2H, J=7.7 Hz), 7.34-7.40 (m, 2H), 7.25-7.30 (m, 1H), 7.20 (s, 1H), 7.15 (s, 1H), 3.85-3.95 (m, 1H), 3.68-3.70 (m, 1H), 3.24-3.52 (m, 4H), 2.84-3.... Starting materials: CCCCc1nc2cc(N3CCCN(Cc4ccccc4)C3=O)c(C)nc2n1Cc1ccc(OC(C(=O)OCC)c2ccccc2)cc1, CCO, [Na+], [OH-]. Product: CCCCc1nc2cc(N3CCCN(Cc4ccccc4)C3=O)c(C)nc2n1Cc1ccc(OC(C(=O)O)c2ccccc2)cc1. RXN SMILES: [CH2:1]([CH2:2][CH2:3][CH3:4])[c:5]1[n:6][c:7]2[c:8]([n:9][c:10]([CH3:27])[c:11]([N:13]3[C:14](=[O:26])[N:15]([CH2:19][c:20]4[cH:21][cH:22][cH:23][cH:24][cH:25]4)[CH2:16][CH2:17][CH2:18]3)[cH:12]2)[n:28]1[CH2:29][c:30]1[cH:31][cH:32][c:33]([O:36][CH:37]([c:38]2[cH:39][cH:40][cH:41][cH:42][cH:43]2)[C:44](=[O:45])[O:46][CH2:47][CH3:48])[cH:34][cH:35]1.[CH3:51][CH2:52][OH:53].[Na+:50].[OH-:49]>>[CH2:1]([CH2:2][CH2:3][CH3:4])[c:5]1[n:6][c:7]2[c:8]([n:9][c:10]([CH3:27])[c:11]([N:13]3[C:14](=[O:26])[N:15]([CH2:19][c:20]4[cH:21][cH:22][cH:23][cH:24][cH:25]4)[CH2:16][CH2:17][CH2:18]3)[cH:12]2)[n:28]1[CH2:29][c:30]1[cH:31][cH:32][c:33]([O:36][CH:37]([c:38]2[cH:39][cH:40][cH:41][cH:42][cH:43]2)[C:44](=[O:45])[OH:46])[cH:34][cH:35]1. The reactants are ClCCl, O=C(O)C(F)(F)F, O=C(Nc1ccc2c(c1)c(-c1nc3cc(N4CCOCC4)ccc3[nH]1)nn2C1CCCCO1)C1CCC(F)(F)CC1. The product is O=C(Nc1ccc2[nH]nc(-c3nc4cc(N5CCOCC5)ccc4[nH]3)c2c1)C1CCC(F)(F)CC1. RXN SMILES: [Cl:49][CH2:50][Cl:51].[F:1][C:2]([F:3])([F:4])[C:5]([OH:6])=[O:7].[F:8][C:9]1([F:48])[CH2:10][CH2:11][CH:12]([C:15](=[O:16])[NH:17][c:18]2[cH:19][c:20]3[c:21](-[c:33]4[n:34][c:35]5[c:36]([nH:37]4)[cH:38][cH:39][c:40]([N:42]4[CH2:43][CH2:44][O:45][CH2:46][CH2:47]4)[cH:41]5)[n:22][n:23]([CH:27]4[CH2:28][CH2:29][CH2:30][CH2:31][O:32]4)[c:24]3[cH:25][cH:26]2)[CH2:13][CH2:14]1>>[F:8][C:9]1([F:48])[CH2:10][CH2:11][CH:12]([C:15](=[O:16])[NH:17][c:18]2[cH:19][c:20]3[c:21](-[c:33]4[n:34][c:35]5[c:36]([nH:37]4)[cH:38][cH:39][c:40]([N:42]4[CH2:43][CH2:44][O:45][CH2:46][CH2:47]4)[cH:41]5)[n:22][nH:23][c:24]3[cH:25][cH:26]2)[CH2:13][CH2:14]1. Product: CN(C)c1ccc(C(=O)CCCN2CCC(C(O)(c3ccccc3)c3ccccc3)CC2)cc1. As a reaction SMILES: [CH3:33][NH:34][CH3:35].[CH3:36][S:37]([CH3:38])=[O:39].[F:1][c:2]1[cH:3][cH:4][c:5]([C:8]([CH2:9][CH2:10][CH2:11][N:12]2[CH2:13][CH2:14][CH:15]([C:18]([c:19]3[cH:20][cH:21][cH:22][cH:23][cH:24]3)([c:25]3[cH:26][cH:27][cH:28][cH:29][cH:30]3)[OH:31])[CH2:16][CH2:17]2)=[O:32])[cH:6][cH:7]1>>[c:2]1([N:34]([CH3:33])[CH3:35])[cH:3][cH:4][c:5]([C:8]([CH2:9][CH2:10][CH2:11][N:12]2[CH2:13][CH2:14][CH:15]([C:18]([c:19]3[cH:20][cH:21][cH:22][cH:23][cH:24]3)([c:25]3[cH:26][cH:27][cH:28][cH:29][cH:30]3)[OH:31])[CH2:16][CH2:17]2)=[O:32])[cH:6][cH:7]1. The reactants are CNC, CS(C)=O, O=C(CCCN1CCC(C(O)(c2ccccc2)c2ccccc2)CC1)c1ccc(F)cc1. Reactants: 20, BrC1=CC2=C(C(C3=C1C=CC=C3)N3CCN(CC3)N=O)C=CC=C2 (1-(10-bromo-5H-dibenzo[a,d]cyclohepten-5-yl)-4-nitrosopiperazine), CCOCC (ether), [Li+].[AlH4-] (lithium tetrahydroaluminate(1-)), 14, [OH-].[Na+] (sodium hydroxide), resultant mixture. The solvent is O (water), O1CCCC1 (tetrahydrofuran), O (water). Product: BrC1=CC2=C(C(C3=C1C=CC=C3)N3CCN(CC3)N)C=CC=C2 (1-(10-bromo-5H-dibenzo[a,d]cyclohepten-5-yl)-4-piperazineamine). Reaction SMILES: [Br:1][C:2]1[C:8]2[CH:9]=[CH:10][CH:11]=[CH:12][C:7]=2[CH:6]([N:13]2[CH2:18][CH2:17][N:16]([N:19]=O)[CH2:15][CH2:14]2)[C:5]2[CH:21]=[CH:22][CH:23]=[CH:24][C:4]=2[CH:3]=1.CCOCC.[Li+].[AlH4-].[OH-].[Na+]>O.O1CCCC1>[Br:1][C:2]1[C:8]2[CH:9]=[CH:10][CH:11]=[CH:12][C:7]=2[CH:6]([N:13]2[CH2:14][CH2:15][N:16]([NH2:19])[CH2:17][CH2:18]2)[C:5]2[CH:21]=[CH:22][CH:23]=[CH:24][C:4]=2[CH:3]=1 |f:2.3,4.5|. Procedure: To a suspension of 20 parts of 1-(10-bromo-5H-dibenzo[a,d]cyclohepten-5-yl)-4-nitrosopiperazine in 1400 parts of anhydrous ether is slowly added 7 parts of lithium tetrahydroaluminate(1-). The resultant mixture is stirred at room temperatures for 5 hours, then cooled to around 5° and maintained thereat while a solution of 14 parts of water in 25 parts of tetrahydrofuran, 18 parts of aqueous 25% sodium hydroxide, and 14 parts of water are consecutively introduced. Insoluble solids are removed by ... The reactants are COC(=O)c1cccc(OC)c1-c1ccccc1OC, CCO, [Na+], [OH-]. The product is COc1ccccc1-c1c(OC)cccc1C(=O)O. Reaction SMILES: [CH3:1][O:2][C:3](=[O:4])[c:5]1[cH:6][cH:7][cH:8][c:9]([O:19][CH3:20])[c:10]1-[c:11]1[c:12]([O:17][CH3:18])[cH:13][cH:14][cH:15][cH:16]1.[CH3:23][CH2:24][OH:25].[Na+:22].[OH-:21]>>[O:2]=[C:3]([OH:4])[c:5]1[cH:6][cH:7][cH:8][c:9]([O:19][CH3:20])[c:10]1-[c:11]1[c:12]([O:17][CH3:18])[cH:13][cH:14][cH:15][cH:16]1.